Dataset: the Open Reaction Database (ORD), a public repository of structured organic reaction records. Task: describe an organic reaction: reactants, conditions, products, and yield Reactants: COc1ccc(CN2C(=O)CC(c3ccc([N+](=O)[O-])cc3)CC2=O)cc1, CC#N, [NH4+], O=[N+]([O-])[O-], O. The product is O=C1CC(c2ccc([N+](=O)[O-])cc2)CC(=O)N1. As a reaction SMILES: [CH3:1][O:2][c:3]1[cH:4][cH:5][c:6]([CH2:7][N:8]2[C:9](=[O:24])[CH2:10][CH:11]([c:15]3[cH:16][cH:17][c:18]([N+:21](=[O:22])[O-:23])[cH:19][cH:20]3)[CH2:12][C:13]2=[O:14])[cH:25][cH:26]1.[CH3:32][C:33]#[N:34].[NH4+:27].[O-:28][N+:29](=[O:30])[O-:31].[OH2:35]>>[NH:8]1[C:9](=[O:24])[CH2:10][CH:11]([c:15]2[cH:16][cH:17][c:18]([N+:21](=[O:22])[O-:23])[cH:19][cH:20]2)[CH2:12][C:13]1=[O:14].